This data is from the Open Reaction Database (ORD), a public repository of structured organic reaction records. The task is: describe an organic reaction: reactants, conditions, products, and yield Solvent: ClCCl (dichloromethane). Reactants: ice water, C(CCCC)(=O)Cl (valeryl chloride), [Cl-].[Al+3].[Cl-].[Cl-] (aluminium chloride), C(C(C)C)C1=CC=CC=C1 (isobutylbenzene). Run at temperature 0 celsius, time 30 minute. Reported procedure: A mixture of valeryl chloride and aluminium chloride in dichloromethane was stirred at 0° C. for 30 minutes, and then isobutylbenzene was added. After stirring at 0° C. for 1 hour, the mixture was poured into ice water and extracted with dichloromethane. The organic layer was washed with an aqueous solution of sodium bicarbonate and brine, dried over magnesium sulfate and concentrated to give the object compound. As a reaction SMILES: [C:1](Cl)(=[O:6])[CH2:2][CH2:3][CH2:4][CH3:5].[Cl-].[Al+3].[Cl-].[Cl-].[CH2:12]([C:16]1[CH:21]=[CH:20][CH:19]=[CH:18][CH:17]=1)[CH:13]([CH3:15])[CH3:14]>ClCCl>[CH2:12]([C:16]1[CH:21]=[CH:20][C:19]([C:1](=[O:6])[CH2:2][CH2:3][CH2:4][CH3:5])=[CH:18][CH:17]=1)[CH:13]([CH3:15])[CH3:14] |f:1.2.3.4|. The product is C(C(C)C)C1=CC=C(C=C1)C(CCCC)=O (4'-isobutylvalerophenone). Starting materials: C1CCOC1, Cn1c2c(c3ccccc31)C(=O)NCC2, CCCCCC, ClCc1cn(C(c2ccccc2)(c2ccccc2)c2ccccc2)cn1, [H-], [H][H], [Na+], CN(C)C=O, O. Product: Cn1c2c(c3ccccc31)C(=O)N(Cc1cn(C(c3ccccc3)(c3ccccc3)c3ccccc3)cn1)CC2. RXN SMILES: [CH2:51]1[O:52][CH2:53][CH2:54][CH2:55]1.[CH3:1][n:2]1[c:3]2[c:4]([c:5]3[cH:6][cH:7][cH:8][cH:9][c:10]13)[C:11](=[O:15])[NH:12][CH2:13][CH2:14]2.[CH3:56][CH2:57][CH2:58][CH2:59][CH2:60][CH3:61].[Cl:20][CH2:21][c:22]1[n:23][cH:24][n:25]([C:27]([c:28]2[cH:29][cH:30][cH:31][cH:32][cH:33]2)([c:34]2[cH:35][cH:36][cH:37][cH:38][cH:39]2)[c:40]2[cH:41][cH:42][cH:43][cH:44][cH:45]2)[cH:26]1.[H-:16].[H:18][H:19].[Na+:17].[O:46]=[CH:47][N:48]([CH3:49])[CH3:50].[OH2:62]>>[CH3:1][n:2]1[c:3]2[c:4]([c:5]3[cH:6][cH:7][cH:8][cH:9][c:10]13)[C:11](=[O:15])[N:12]([CH2:21][c:22]1[n:23][cH:24][n:25]([C:27]([c:28]3[cH:29][cH:30][cH:31][cH:32][cH:33]3)([c:34]3[cH:35][cH:36][cH:37][cH:38][cH:39]3)[c:40]3[cH:41][cH:42][cH:43][cH:44][cH:45]3)[cH:26]1)[CH2:13][CH2:14]2. Reported procedure: 2.8 g of 17beta-acetoxy 3-ethoxy 17alpha-ethynyl 6-formyl 3,5-estradiene, 8.5 ml (abs) ethanol (3.03 vol), 7 ml dimethylformamide (2.5 vol), and 0.13 g sodium borohydride (0.046 p) are introduced under agitation and under a nitrogen atmosphere into a 50 ml three-necked flask. The reaction is stopped after agitation for 22 hours. The reaction medium is hydrolyzed by introducing a solution composed of 2.8 ml (1 vol) of 2N sulphuric acid, 6 ml (2.1 vol) DMF, and 6 ml (2.1 vol) (abs) ethanol over 10... Product: C(C)(=O)O[C@@]1([C@]2(C)[C@@H](CC1)[C@@H]1CC(C3=CC(CC[C@@H]3[C@H]1CC2)=O)=C)C#C (17BETA-ACETOXY 17ALPHA-ETHYNYL 6-METHYLIDENE 3-OXO 4-ESTRENE). Yield: 84.4%. Reactants: S(O)(O)(=O)=O (sulphuric acid), C(C)(=O)O[C@@]1([C@]2(C)[C@@H](CC1)[C@@H]1CC(=C3C=C(CC[C@@H]3[C@H]1CC2)OCC)C=O)C#C (17beta-acetoxy 3-ethoxy 17alpha-ethynyl 6-formyl 3,5-estradiene), [BH4-].[Na+] (sodium borohydride). Run in C(C)O (ethanol), CN(C)C=O (DMF), CN(C=O)C (dimethylformamide), C(C)O (ethanol). As a reaction SMILES: [C:1]([O:4][C@@:5]1([C:28]#[CH:29])[CH2:10][CH2:9][C@H:8]2[C@H:11]3[C@H:20]([CH2:21][CH2:22][C@:6]12[CH3:7])[C@@H:19]1[C:14]([CH:15]=[C:16]([O:23]CC)[CH2:17][CH2:18]1)=[C:13]([CH:26]=O)[CH2:12]3)(=[O:3])[CH3:2].[BH4-].[Na+].S(=O)(=O)(O)O>C(O)C.CN(C=O)C>[C:1]([O:4][C@@:5]1([C:28]#[CH:29])[CH2:10][CH2:9][C@H:8]2[C@H:11]3[C@H:20]([CH2:21][CH2:22][C@:6]12[CH3:7])[C@@H:19]1[C:14](=[CH:15][C:16](=[O:23])[CH2:17][CH2:18]1)[C:13](=[CH2:26])[CH2:12]3)(=[O:3])[CH3:2] |f:1.2|. Starting materials: CC#N, CCN(C(C)C)C(C)C, Cl, Cc1nc2cccc(CN)c2c(=O)n1C1CCC(=O)NC1=O, O=C(Cl)Cc1ccccc1. Product: Cc1nc2cccc(CNC(=O)Cc3ccccc3)c2c(=O)n1C1CCC(=O)NC1=O. Reaction SMILES: [CH3:43][C:44]#[N:45].[CH:34]([N:35]([CH2:36][CH3:37])[CH:38]([CH3:39])[CH3:40])([CH3:41])[CH3:42].[ClH:1].[NH2:2][CH2:3][c:4]1[c:5]2[c:6](=[O:23])[n:7]([CH:15]3[C:16](=[O:22])[NH:17][C:18](=[O:21])[CH2:19][CH2:20]3)[c:8]([CH3:14])[n:9][c:10]2[cH:11][cH:12][cH:13]1.[c:24]1([CH2:30][C:31](=[O:32])[Cl:33])[cH:25][cH:26][cH:27][cH:28][cH:29]1>>[NH:2]([CH2:3][c:4]1[c:5]2[c:6](=[O:23])[n:7]([CH:15]3[C:16](=[O:22])[NH:17][C:18](=[O:21])[CH2:19][CH2:20]3)[c:8]([CH3:14])[n:9][c:10]2[cH:11][cH:12][cH:13]1)[C:31]([CH2:30][c:24]1[cH:25][cH:26][cH:27][cH:28][cH:29]1)=[O:32]. Reactants: Cc1ccc(-c2cc(C(=O)O)cc(N3C(=O)Cc4ccccc43)c2)cc1, Cc1cnc(CN)cn1, CCN=C=NCCCN(C)C, CN(C)C=O, On1nnc2cccnc21. The product is Cc1ccc(-c2cc(C(=O)NCc3cnc(C)cn3)cc(N3C(=O)Cc4ccccc43)c2)cc1. As a reaction SMILES: [CH3:1][c:2]1[cH:3][cH:4][c:5](-[c:8]2[cH:9][c:10]([C:24](=[O:25])[OH:26])[cH:11][c:12]([N:14]3[C:15](=[O:23])[CH2:16][c:17]4[cH:18][cH:19][cH:20][cH:21][c:22]43)[cH:13]2)[cH:6][cH:7]1.[CH3:27][c:28]1[n:29][cH:30][c:31]([CH2:34][NH2:35])[n:32][cH:33]1.[CH3:46][CH2:47][N:48]=[C:49]=[N:50][CH2:51][CH2:52][CH2:53][N:54]([CH3:55])[CH3:56].[O:57]=[CH:58][N:59]([CH3:60])[CH3:61].[OH:36][n:37]1[c:38]2[n:39][cH:40][cH:41][cH:42][c:43]2[n:44][n:45]1>>[CH3:1][c:2]1[cH:3][cH:4][c:5](-[c:8]2[cH:9][c:10]([C:24](=[O:25])[NH:35][CH2:34][c:31]3[cH:30][n:29][c:28]([CH3:27])[cH:33][n:32]3)[cH:11][c:12]([N:14]3[C:15](=[O:23])[CH2:16][c:17]4[cH:18][cH:19][cH:20][cH:21][c:22]43)[cH:13]2)[cH:6][cH:7]1. Reactants: C(C)(C)NC1=C(C=CC(=C1)OC)C1CC2=CC=C(C=C2CC1)OC (isopropyl[5-methoxy-2-(6-methoxy-1,2,3,4-tetrahydronaphthalen-2-yl)phenyl]amine), Cl.FC=1C=C(C(=O)O)C=CC1OCCN1CCCCC1 (3-fluoro-4-(2-piperidin-1-ylethoxy)benzoic acid hydrochloride), FC=1C=C(CN(C2=C(C=CC(=C2)OC)C2CC3=CC=C(C=C3CC2)OC)C(C)C)C=CC1OCCN1CCCCC1 ([3-fluoro-4-(2-piperidin-1-ylethoxy)benzyl]isopropyl [5-methoxy-2-(6-methoxy-1,2,3,4-tetrahydronaphthalen-2-yl)phenyl]amine). Yields the product FC=1C=C(CN(C2=C(C=CC(=C2)O)C2CC=3C=CC(=CC3CC2)O)C(C)C)C=CC1OCCN1CCCCC1 (6-{2-{[3-Fluoro-4-(2-piperidin-1-ylethoxy)benzyl]isopropylamino}-4-hydroxyphenyl}-5,6,7,8-tetrahydronaphthalen-2-ol). Isolated yield 68.6%. As a reaction SMILES: C(NC1C=C(OC)C=CC=1C1CCC2C(=CC=C(OC)C=2)C1)(C)C.Cl.FC1C=C(C=CC=1OCCN1CCCCC1)C(O)=O.[F:45][C:46]1[CH:47]=[C:48]([CH:74]=[CH:75][C:76]=1[O:77][CH2:78][CH2:79][N:80]1[CH2:85][CH2:84][CH2:83][CH2:82][CH2:81]1)[CH2:49][N:50]([CH:71]([CH3:73])[CH3:72])[C:51]1[CH:56]=[C:55]([O:57]C)[CH:54]=[CH:53][C:52]=1[CH:59]1[CH2:68][CH2:67][C:66]2[C:61](=[CH:62][CH:63]=[C:64]([O:69]C)[CH:65]=2)[CH2:60]1>>[F:45][C:46]1[CH:47]=[C:48]([CH:74]=[CH:75][C:76]=1[O:77][CH2:78][CH2:79][N:80]1[CH2:85][CH2:84][CH2:83][CH2:82][CH2:81]1)[CH2:49][N:50]([CH:71]([CH3:73])[CH3:72])[C:51]1[CH:56]=[C:55]([OH:57])[CH:54]=[CH:53][C:52]=1[CH:59]1[CH2:68][CH2:67][C:66]2[CH:65]=[C:64]([OH:69])[CH:63]=[CH:62][C:61]=2[CH2:60]1 |f:1.2|. Procedure details: Synthesized from isopropyl[5-methoxy-2-(6-methoxy-1,2,3,4-tetrahydronaphthalen-2-yl)phenyl]amine and 3-fluoro-4-(2-piperidin-1-ylethoxy)benzoic acid hydrochloride according to an analogous synthetic method to Example 152, [3-fluoro-4-(2-piperidin-1-ylethoxy)benzyl]isopropyl [5-methoxy-2-(6-methoxy-1,2,3,4-tetrahydronaphthalen-2-yl)phenyl]amine (402 mg) was used according to an analogous synthetic method to Example 111 to provide the title compound (262 mg).